Dataset: the Open Reaction Database (ORD), a public repository of structured organic reaction records. Task: describe an organic reaction: reactants, conditions, products, and yield Reactants: BrC=1C=C(C(=O)OC)C=C(C1C)\C=C\COC (methyl 3-bromo-5-[(1E)-3-methoxy-1-propen-1-yl]-4-methylbenzoate). Reagents/catalysts: C1CCC(CC1)P(C2CCCCC2)C3CCCCC3.C1/C=C\CC/C=C\C1.C1=CC=NC=C1.F[P-](F)(F)(F)(F)F.[Ir] (Crabtree's catalyst). The solvent is ClCCl (dichloromethane). Run at time 3 hour. Product: BrC=1C=C(C(=O)OC)C=C(C1C)CCCOC (Methyl 3-bromo-5-(3-methoxypropyl)-4-methylbenzoate). As a reaction SMILES: [Br:1][C:2]1[CH:3]=[C:4]([CH:9]=[C:10](/[CH:13]=[CH:14]/[CH2:15][O:16][CH3:17])[C:11]=1[CH3:12])[C:5]([O:7][CH3:8])=[O:6]>C1CCC(P(C2CCCCC2)C2CCCCC2)CC1.C1CC=CCCC=C1.C1C=CN=CC=1.F[P-](F)(F)(F)(F)F.[Ir].ClCCl>[Br:1][C:2]1[CH:3]=[C:4]([CH:9]=[C:10]([CH2:13][CH2:14][CH2:15][O:16][CH3:17])[C:11]=1[CH3:12])[C:5]([O:7][CH3:8])=[O:6] |f:1.2.3.4.5|. Procedure details: To a dichloromethane (0.2 M) solution of methyl 3-bromo-5-[(1E)-3-methoxy-1-propen-1-yl]-4-methylbenzoate (1 eq.) from the previous step was added Crabtree's catalyst (0.01 eq.). The resulting orange red solution was bubbled with hydrogen for 10 min to activate the catalyst and then stirred at RT under a static balloon atmosphere of hydrogen for 3 h. Finally, removal of the volatiles in vacuo afforded the crude title compound as a yellow oil.